This data is from the Open Reaction Database (ORD), a public repository of structured organic reaction records. The task is: describe an organic reaction: reactants, conditions, products, and yield Solvent: ClCCl (dichloromethane), ClCCl (dichloromethane). As a reaction SMILES: [CH2:1]([O:3][C:4]1[CH:9]=[CH:8][C:7]([CH3:10])=[CH:6][CH:5]=1)[CH3:2].[Cl:11][S:12](O)(=[O:14])=[O:13]>ClCCl>[CH2:1]([O:3][C:4]1[CH:9]=[CH:8][C:7]([CH3:10])=[CH:6][C:5]=1[S:12]([Cl:11])(=[O:14])=[O:13])[CH3:2]. Procedure: A solution of 6.8 g (50 mmol) of 4-ethoxy-toluene in 20 mL of dichloromethane was added to a solution of 10 mL (150 mmol) of chlorosulfonic acid in 10 mL of dichloromethane at 0° C. with cooling and stirring. The mixture was stirred 1 hour at 0° C. and was then warmed to ambient temperature and stirred another hour. The resulting tan solution was poured into 200 mL of ice water and the mixture was extracted with dichloromethane. The extract was dried over magnesium sulfate and concentrated by ev... Reactants: ice water, C(C)OC1=CC=C(C=C1)C (4-ethoxy-toluene), ClS(=O)(=O)O (chlorosulfonic acid). Product: C(C)OC1=C(C=C(C=C1)C)S(=O)(=O)Cl (2-Ethoxy-5-methylbenzenesulfonyl Chloride). Reactants: NC=1C=CC2=C(C(=N[C@H](C(N2C)=O)C)C2=C(C=CC=C2)F)C1Cl ((S)-7-amino-6-chloro-5-(o-fluorophenyl)-1,3-dihydro-1,3-dimethyl-2H-1,4-benzodiazepin-2-one), NCCO (2-aminoethanol), ClC1=C(C=CC2=C1C(=N[C@H](C(N2C)=O)C)C2=C(C=CC=C2)F)N=C=O ((S)-[6-chloro-5-(o-fluorophenyl)-2,3-dihydro-1,3-dimethyl-2-oxo-1H-1,4-benzodiazepin-7-yl]-isocyanate), C(=O)(Cl)Cl (phosgene). The solvent is ClCCCl (1,2-dichloroethane), ClCCCl (1,2-dichloroethane), C(C)N(CC)CC (triethylamine), ice. The product is ClC1=C(C=CC2=C1C(=N[C@H](C(N2C)=O)C)C2=C(C=CC=C2)F)NC(=O)NCCO ((S)-1-[6-chloro-5-(o-fluorophenyl)-2,3-dihydro-1,3-dimethyl-2-oxo-1H-1,4-benzodiazepin-7-yl]-3-(2-hydroxyethyl)urea). As a reaction SMILES: C(Cl)(Cl)=O.NC1C=CC2N(C)[C:14](=[O:17])[C@H:13](C)[N:12]=C(C3C=CC=CC=3F)C=2C=1Cl.[Cl:28][C:29]1[C:34]2[C:35]([C:43]3[CH:48]=[CH:47][CH:46]=[CH:45][C:44]=3[F:49])=[N:36][C@@H:37]([CH3:42])[C:38](=[O:41])[N:39]([CH3:40])[C:33]=2[CH:32]=[CH:31][C:30]=1[N:50]=[C:51]=[O:52].NCCO>ClCCCl.C(N(CC)CC)C>[Cl:28][C:29]1[C:34]2[C:35]([C:43]3[CH:48]=[CH:47][CH:46]=[CH:45][C:44]=3[F:49])=[N:36][C@@H:37]([CH3:42])[C:38](=[O:41])[N:39]([CH3:40])[C:33]=2[CH:32]=[CH:31][C:30]=1[NH:50][C:51]([NH:12][CH2:13][CH2:14][OH:17])=[O:52]. Procedure details: A solution of 2 g of phosgene in 20 ml of ice-cold 1,2-dichloroethane is placed in a sulphonation flask. There is added dropwise thereto a solution of 4 g (0.012 M) of (S)-7-amino-6-chloro-5-(o-fluorophenyl)-1,3-dihydro-1,3-dimethyl-2H-1,4-benzodiazepin-2-one in 40 ml of 1,2-dichloroethane while cooling with ice and stirring in such a manner that the temperature does not exceeded 10° C. The mixture is then stirred at room temperature for 45 minutes. The resulting solution of (S)-[6-chloro-5-(o-f... The reactants are O=C(Cl)c1ccc(OCc2ccccc2)cc1, OC1CCCC1, c1ccncc1. Product: O=C(OC1CCCC1)c1ccc(OCc2ccccc2)cc1. Reaction SMILES: [CH2:7]([c:8]1[cH:9][cH:10][cH:11][cH:12][cH:13]1)[O:14][c:15]1[cH:16][cH:17][c:18]([C:19](=[O:20])[Cl:21])[cH:22][cH:23]1.[OH:1][CH:2]1[CH2:3][CH2:4][CH2:5][CH2:6]1.[cH:24]1[cH:25][cH:26][n:27][cH:28][cH:29]1>>[O:1]([CH:2]1[CH2:3][CH2:4][CH2:5][CH2:6]1)[C:19]([c:18]1[cH:17][cH:16][c:15]([O:14][CH2:7][c:8]2[cH:9][cH:10][cH:11][cH:12][cH:13]2)[cH:23][cH:22]1)=[O:20]. Reactants: [N+](=O)([O-])C=1N=CC(=NC1)C(C(=O)OC(C)(C)C)C(=O)OCC (tert-butyl ethyl (5-nitropyrazine-2-yl)propanedioate). The solvent is C(=O)(C(F)(F)F)O (TFA), C(Cl)Cl (DCM). Run at temperature 35 celsius, time 3 hour. Product: [N+](=O)([O-])C=1N=CC(=NC1)CC(=O)OCC (ethyl (5-nitropyrazine-2-yl)acetate). Reaction SMILES: [N+:1]([C:4]1[N:5]=[CH:6][C:7]([CH:10](C(OCC)=O)[C:11]([O:13][C:14](C)(C)[CH3:15])=[O:12])=[N:8][CH:9]=1)([O-:3])=[O:2]>C(O)(C(F)(F)F)=O.C(Cl)Cl>[N+:1]([C:4]1[N:5]=[CH:6][C:7]([CH2:10][C:11]([O:13][CH2:14][CH3:15])=[O:12])=[N:8][CH:9]=1)([O-:3])=[O:2]. Procedure: A mixture of tert-butyl ethyl (5-nitropyrazine-2-yl)propanedioate (10.7 g, 34.4 mmol) in 30 mL of TFA and 30 mL DCM was stirred at 35° C. for 3 hours before concentrated to dryness. The residue was dissolved in 200 mL of EtOAc and washed with water (25 mL) and brine (25 mL), dried over anhydrous Na2SO4 and concentrated to afford ethyl (5-nitropyrazine-2-yl)acetate. RXN SMILES: C([NH:9][C:10]([NH:24][CH2:25][CH2:26][CH2:27][C:28]1[N:29]=[CH:30][NH:31][CH:32]=1)=[N:11][CH2:12][CH2:13][CH2:14][CH2:15][C:16]1[C:21]([CH3:22])=[CH:20][C:19]([Br:23])=[CH:18][N:17]=1)(=O)C1C=CC=CC=1.C[O-].[Na+].[ClH:36]>>[ClH:36].[ClH:36].[ClH:36].[Br:23][C:19]1[CH:20]=[C:21]([CH3:22])[C:16]([CH2:15][CH2:14][CH2:13][CH2:12][NH:11][C:10]([NH2:9])=[N:24][CH2:25][CH2:26][CH2:27][C:28]2[N:29]=[CH:30][NH:31][CH:32]=2)=[N:17][CH:18]=1 |f:1.2,4.5.6.7|. Starting materials: C(C1=CC=CC=C1)(=O)NC(=NCCCCC1=NC=C(C=C1C)Br)NCCCC=1N=CNC1 (N1 -Benzoyl-N2 -[4-(5-bromo-3-methyl-pyridin-2-yl)butyl]-N3 -[3-(1H-imidazol-4-yl) propyl]-guanidine), Cl (hydrochloric acid), C[O-].[Na+] (sodium methylate). Product: Cl.Cl.Cl.BrC=1C=C(C(=NC1)CCCCNC(=NCCCC=1N=CNC1)N)C (N1 -[4-(5-Bromo-3-methyl-pyridin-2-yl)butyl]-N2 [3-(1H-imidazol-4-yl)propyl]-guanidine trihydrochloride). The yield is 60.0%. Procedure details: 1.00 g (2 mmol) of N1 -Benzoyl-N2 -[4-(5-bromo-3-methyl-pyridin-2-yl)butyl]-N3 -[3-(1H-imidazol-4-yl) propyl]-guanidine is boiled in 20 ml of conc. hydrochloric acid for 18 hours. The aqueous solution diluted to 40 ml after cooling is extracted with 4×20 ml of diethylether, filtered and concentrated by evaporation under vacuum. The residue is taken up twice with 20 ml of absolute ethanol and concentrated by evaporation. The crude product obtained is then converted into the base with sodium methy... Reactants: Br.ClC1=CC=C(C=C1)C(N1CC(C1)O)C1=CC=C(C=C1)Cl (1-[bis(4-chlorophenyl)methyl]azetidin-3-ol hydrobromide), N1=CC=CC2=CC(=CC=C12)NS(=O)(=O)C (N-quinolin-6-ylmethanesulfonamide), CC(C)OC(=O)/N=N/C(=O)OC(C)C (DIAD), C1(=CC=CC=C1)P(C1=CC=CC=C1)C1=CC=CC=C1 (triphenylphosphine). Run in C1(=CC=CC=C1)C (toluene). The product is ClC1=CC=C(C=C1)C(N1CC(C1)N(S(=O)(=O)C)C=1C=C2C=CC=NC2=CC1)C1=CC=C(C=C1)Cl (N-{1-[bis(4-chlorophenyl)methyl]azetidin-3-yl}-N-quinol-6-yl-methylsulfonamide). As a reaction SMILES: Br.[Cl:2][C:3]1[CH:8]=[CH:7][C:6]([CH:9]([C:15]2[CH:20]=[CH:19][C:18]([Cl:21])=[CH:17][CH:16]=2)[N:10]2[CH2:13][CH:12](O)[CH2:11]2)=[CH:5][CH:4]=1.[N:22]1[C:31]2[C:26](=[CH:27][C:28]([NH:32][S:33]([CH3:36])(=[O:35])=[O:34])=[CH:29][CH:30]=2)[CH:25]=[CH:24][CH:23]=1.CC(OC(/N=N/C(OC(C)C)=O)=O)C.C1(P(C2C=CC=CC=2)C2C=CC=CC=2)C=CC=CC=1>C1(C)C=CC=CC=1>[Cl:2][C:3]1[CH:8]=[CH:7][C:6]([CH:9]([C:15]2[CH:20]=[CH:19][C:18]([Cl:21])=[CH:17][CH:16]=2)[N:10]2[CH2:13][CH:12]([N:32]([C:28]3[CH:27]=[C:26]4[C:31](=[CH:30][CH:29]=3)[N:22]=[CH:23][CH:24]=[CH:25]4)[S:33]([CH3:36])(=[O:34])=[O:35])[CH2:11]2)=[CH:5][CH:4]=1 |f:0.1|. Procedure: reaction of 1-[bis(4-chlorophenyl)methyl]azetidin-3-ol hydrobromide with N-quinolin-6-ylmethanesulfonamide in the presence of DIAD and triphenylphosphine in toluene, to form N-{1-[bis(4-chlorophenyl)methyl]azetidin-3-yl}-N-quinol-6-yl-methylsulfonamide (the reaction is preferably performed at a temperature of between 40 and 60° C.), and then Starting materials: CSC=1C=C(C=CC1)NC(NCC(=O)N1C(CC(C1C1=CC=CC=C1)C(=O)OC)C(=O)OC(C)(C)C)=O (2-tert-butyl 4-methyl (2RS,4RS,5SR)-1-{2-[3-(3-(methylthio)phenyl)ureido]acetyl}-5-phenylpyrrolidine-2,4-dicarboxylate), O (water), CO (methanol). The solvent is [OH-].[K+] (potassium hydroxide). The product is CSC=1C=C(C=CC1)NC(NCC(=O)N1C(CC(C1C1=CC=CC=C1)C(=O)O)C(=O)OC(C)(C)C)=O (2-tert-butyl hydrogen (2RS,4SR,5SR)-1-{2-[3-(3-(methylthio)phenyl)ureido]-acetyl}-5-phenylpyrrolidine-2,4-dicarboxylate). Isolated yield 71.9%. Reaction SMILES: [CH3:1][S:2][C:3]1[CH:4]=[C:5]([NH:9][C:10](=[O:37])[NH:11][CH2:12][C:13]([N:15]2[CH:19]([C:20]3[CH:25]=[CH:24][CH:23]=[CH:22][CH:21]=3)[CH:18]([C:26]([O:28]C)=[O:27])[CH2:17][CH:16]2[C:30]([O:32][C:33]([CH3:36])([CH3:35])[CH3:34])=[O:31])=[O:14])[CH:6]=[CH:7][CH:8]=1.O.CO>[OH-].[K+]>[CH3:1][S:2][C:3]1[CH:4]=[C:5]([NH:9][C:10](=[O:37])[NH:11][CH2:12][C:13]([N:15]2[CH:19]([C:20]3[CH:21]=[CH:22][CH:23]=[CH:24][CH:25]=3)[CH:18]([C:26]([OH:28])=[O:27])[CH2:17][CH:16]2[C:30]([O:32][C:33]([CH3:35])([CH3:34])[CH3:36])=[O:31])=[O:14])[CH:6]=[CH:7][CH:8]=1 |f:3.4|. Procedure: A The reaction is carried out in a way analogous to that described in Example 3, but from 1.5 g of 2-tert-butyl 4-methyl (2RS,4RS,5SR)-1-{2-[3-(3-(methylthio)phenyl)ureido]acetyl}-5-phenylpyrrolidine-2,4-dicarboxylate in a mixture of 2.8 cm3 of a normal aqueous potassium hydroxide solution, 15 cm3 of distilled water and 60 cm3 of methanol. After treatment, there are obtained 1.05 g of 2-tert-butyl hydrogen (2RS,4SR,5SR)-1-{2-[3-(3-(methylthio)phenyl)ureido]-acetyl}-5-phenylpyrrolidine-2,4-dicarb... Reactants: BrC1=CN=CC2=CC=CC(=C12)NC1CCN(CC1)C(=O)OC(C)(C)C (4-(4-Bromo-5-isoquinolyl)amino-1-(tert-butoxycarbonyl)piperidine), C(CCC)C(=C(CCCC)CCCC)[Sn] (tri(n-butyl)vinyltin), C(C)(C)(C)C1=CC(=CC(=C1O)C(C)(C)C)C (2,6-di-tert-butyl-p-cresol), [F-].[K+] (potassium fluoride). Reagents/catalysts: C=1C=CC(=CC1)[P](C=2C=CC=CC2)(C=3C=CC=CC3)[Pd]([P](C=4C=CC=CC4)(C=5C=CC=CC5)C=6C=CC=CC6)([P](C=7C=CC=CC7)(C=8C=CC=CC8)C=9C=CC=CC9)[P](C=1C=CC=CC1)(C=1C=CC=CC1)C=1C=CC=CC1 (tetrakis(triphenylphosphine)palladium(0)). Run in C1(=CC=CC=C1)C (toluene). Run at temperature 110 celsius, time 2 hour. Product: C(=C)C1=CN=CC2=CC=CC(=C12)NC1CCN(CC1)C(=O)OC(C)(C)C (4-(4-Vinyl-5-isoquinolyl)amino-1-(tert-butoxycarbonyl)piperidine). RXN SMILES: Br[C:2]1[C:11]2[C:6](=[CH:7][CH:8]=[CH:9][C:10]=2[NH:12][CH:13]2[CH2:18][CH2:17][N:16]([C:19]([O:21][C:22]([CH3:25])([CH3:24])[CH3:23])=[O:20])[CH2:15][CH2:14]2)[CH:5]=[N:4][CH:3]=1.[CH2:26](C([Sn])=C(CCCC)CCCC)[CH2:27]CC.C(C1C(O)=C(C(C)(C)C)C=C(C)C=1)(C)(C)C.[F-].[K+]>C1(C)C=CC=CC=1.C1C=CC([P]([Pd]([P](C2C=CC=CC=2)(C2C=CC=CC=2)C2C=CC=CC=2)([P](C2C=CC=CC=2)(C2C=CC=CC=2)C2C=CC=CC=2)[P](C2C=CC=CC=2)(C2C=CC=CC=2)C2C=CC=CC=2)(C2C=CC=CC=2)C2C=CC=CC=2)=CC=1>[CH:26]([C:2]1[C:11]2[C:6](=[CH:7][CH:8]=[CH:9][C:10]=2[NH:12][CH:13]2[CH2:18][CH2:17][N:16]([C:19]([O:21][C:22]([CH3:25])([CH3:24])[CH3:23])=[O:20])[CH2:15][CH2:14]2)[CH:5]=[N:4][CH:3]=1)=[CH2:27] |f:3.4,^1:27,69,71,90,109|. Procedure details: A suspension of Intermediate 6 (8.00 g), tri(n-butyl)vinyltin (8.63 ml), tetrakis(triphenylphosphine)palladium(0) (455 mg), and 2,6-di-tert-butyl-p-cresol (8.7 mg) in toluene (120 ml) was stirred at 110° C. for 2 hours. The reaction mixture was cooled to room temperature, then added with 10% aqueous potassium fluoride (120 ml), and stirred for 15 hours. After the precipitates were removed by filtration, the organic layer was separated, and dried over anhydrous magnesium sulfate. The solvent was ... The reactants are CC([O-])=S, C=CCOC(=O)N1CC(OS(C)(=O)=O)CC1Cn1ccn2nccc12, CCOC(C)=O, CC#N, [Cl-], [K+], [Na+]. Product: C=CCOC(=O)N1CC(SC(C)=O)CC1Cn1ccn2nccc12. As a reaction SMILES: [C:26]([CH3:27])(=[S:28])[O-:29].[CH2:1]([CH:2]=[CH2:3])[O:4][C:5](=[O:6])[N:7]1[CH:8]([CH2:17][n:18]2[cH:19][cH:20][n:21]3[n:22][cH:23][cH:24][c:25]23)[CH2:9][CH:10]([O:12][S:13]([CH3:14])(=[O:15])=[O:16])[CH2:11]1.[CH3:31][CH2:32][O:33][C:34](=[O:35])[CH3:36].[CH3:39][C:40]#[N:41].[Cl-:38].[K+:30].[Na+:37]>>[CH2:1]([CH:2]=[CH2:3])[O:4][C:5](=[O:6])[N:7]1[CH:8]([CH2:17][n:18]2[cH:19][cH:20][n:21]3[n:22][cH:23][cH:24][c:25]23)[CH2:9][CH:10]([S:28][C:26]([CH3:27])=[O:29])[CH2:11]1. The reactants are C(C)(=O)N1C(C(C2=CC=C(C=C12)C(=O)OC)=C(C1=CC=CC=C1)OCC)=O (1-acetyl-3-(1-ethoxy-1-phenylmethylene)-6-methoxycarbonyl-2-indolinone), N1(CCCCC1)CC(=O)N(C1=CC=C(C=C1)N)C (N-(piperidin-1-yl-methylcarbonyl)-N-methyl-p-phenylenediamine). Yields the product N1(CCCCC1)CC(=O)N(C)C1=CC=C(N\C(\C2=CC=CC=C2)=C\2/C(NC3=CC(=CC=C23)C(=O)OC)=O)C=C1 (3-Z-[1-(4-(N-(piperidin-1-yl-methylcarbonyl)-N-methyl-amino)-anilino)-1-phenyl-methylene]-6-methoxycarbonyl-2-indolinone). As a reaction SMILES: C([N:4]1[C:12]2[C:7](=[CH:8][CH:9]=[C:10]([C:13]([O:15][CH3:16])=[O:14])[CH:11]=2)[C:6](=[C:17](OCC)[C:18]2[CH:23]=[CH:22][CH:21]=[CH:20][CH:19]=2)[C:5]1=[O:27])(=O)C.[N:28]1([CH2:34][C:35]([N:37]([CH3:45])[C:38]2[CH:43]=[CH:42][C:41]([NH2:44])=[CH:40][CH:39]=2)=[O:36])[CH2:33][CH2:32][CH2:31][CH2:30][CH2:29]1>>[N:28]1([CH2:34][C:35]([N:37]([C:38]2[CH:39]=[CH:40][C:41]([NH:44]/[C:17](=[C:6]3\[C:5](=[O:27])[NH:4][C:12]4[C:7]\3=[CH:8][CH:9]=[C:10]([C:13]([O:15][CH3:16])=[O:14])[CH:11]=4)/[C:18]3[CH:23]=[CH:22][CH:21]=[CH:20][CH:19]=3)=[CH:42][CH:43]=2)[CH3:45])=[O:36])[CH2:33][CH2:32][CH2:31][CH2:30][CH2:29]1. Procedure: Prepared from 1-acetyl-3-(1-ethoxy-1-phenylmethylene)-6-methoxycarbonyl-2-indolinone and N-(piperidin-1-yl-methylcarbonyl)-N-methyl-p-phenylenediamine Rf value: 0.5 (silica gel, methylene chloride/methanol=9:1) C31H32N4O4